Dataset: the Open Reaction Database (ORD), a public repository of structured organic reaction records. Task: describe an organic reaction: reactants, conditions, products, and yield The reactants are solution, Cl (hydrochloric acid), C=1C=NC(=NC1)N2CCN(CC2)CCCCN3C=C(C=N3)Cl (Lesopitron). Run in C(C)(C)O (isopropanol). Reaction conditions: time 30 minute. Yields the product C1CN(CCN1CCCCN2C=C(C=N2)Cl)C3=NC=CC=N3.Cl.Cl (Lesopitron dihydrochloride). The yield is 195.5%. RXN SMILES: [CH:1]1[CH:2]=[N:3][C:4]([N:7]2[CH2:12][CH2:11][N:10]([CH2:13][CH2:14][CH2:15][CH2:16][N:17]3[N:21]=[CH:20][C:19]([Cl:22])=[CH:18]3)[CH2:9][CH2:8]2)=[N:5][CH:6]=1.[ClH:23]>C(O)(C)C>[CH2:9]1[N:10]([CH2:13][CH2:14][CH2:15][CH2:16][N:17]2[N:21]=[CH:20][C:19]([Cl:22])=[CH:18]2)[CH2:11][CH2:12][N:7]([C:4]2[N:3]=[CH:2][CH:1]=[CH:6][N:5]=2)[CH2:8]1.[ClH:23].[ClH:22] |f:3.4.5|. Procedure details: A 250 L enamelled reactor was loaded with an isopropanolic solution (57 Kg) of Lesopitron (25.2 mol), and was cooled to 5°-10° C. Subsequently, 8.5 Kg of a solution of hydrochloric acid (58.3 mol) in isopropanol were added, keeping the temperature between 5° and 15° C. during the addition. After stirring the suspension for 30 minutes, the product was centrifuged and washed with isopropanol. The Lesopitron dihydrochloride was washed and then dried in an air oven at 40° C. for 15 hours, obtaining ... Reactants: C, CCOC(=O)C(C)(CO)OCc1ccccc1, CCOC(C)=O, [H][H], [Pd]. Yields the product CCOC(=O)C(C)(O)CO. Reaction SMILES: [C:26].[CH2:1]([c:2]1[cH:3][cH:4][cH:5][cH:6][cH:7]1)[O:8][C:9]([C:10](=[O:11])[O:12][CH2:13][CH3:14])([CH2:15][OH:16])[CH3:17].[CH3:20][CH2:21][O:22][C:23](=[O:24])[CH3:25].[H:18][H:19].[Pd:27]>>[OH:8][C:9]([C:10](=[O:11])[O:12][CH2:13][CH3:14])([CH2:15][OH:16])[CH3:17]. Solvent: CO (MeOH). Reaction conditions: time 8 hour. Product: O=C1N(C(C=2NC(=NC2N1CCC)C12CCC(C(CCC1)O2)C(=O)O)=O)CCC (5-(2,6-Dioxo-1,3-dipropyl-2,3,6,7-tetrahydro-1H-purin-8-yl)-9-oxa-bicyclo[3.3.1]nonane-2-carboxylic acid). RXN SMILES: C[O:2][C:3]([CH:5]1[CH2:12][CH2:11][C:10]2([C:14]3[NH:22][C:21]4[C:20](=[O:23])[N:19]([CH2:24][CH2:25][CH3:26])[C:18](=[O:27])[N:17]([CH2:28][CH2:29][CH3:30])[C:16]=4[N:15]=3)[O:13][CH:6]1[CH2:7][CH2:8][CH2:9]2)=[O:4].[Li+].[OH-]>CO>[O:27]=[C:18]1[N:17]([CH2:28][CH2:29][CH3:30])[C:16]2[N:15]=[C:14]([C:10]34[O:13][CH:6]([CH2:7][CH2:8][CH2:9]3)[CH:5]([C:3]([OH:4])=[O:2])[CH2:12][CH2:11]4)[NH:22][C:21]=2[C:20](=[O:23])[N:19]1[CH2:24][CH2:25][CH3:26] |f:1.2|. Starting materials: COC(=O)C1C2CCCC(CC1)(O2)C2=NC=1N(C(N(C(C1N2)=O)CCC)=O)CCC (5-(2,6-Dioxo-1,3-dipropyl-2,3,6,7-tetrahydro-1H-purin-8-yl)-9-oxa-bicyclo[3.3.1]nonane-2-carboxylic acid methyl ester), [Li+].[OH-] (LiOH). Procedure: 5-(2,6-Dioxo-1,3-dipropyl-2,3,6,7-tetrahydro-1H-purin-8-yl)-9-oxa-bicyclo[3.3.1]nonane-2-carboxylic acid methyl ester (50 mg, from step 2) was taken in MeOH (5 ml). LiOH (15 mg) was added and stirred at rt overnight. Next day MeOH was removed under reduced pressure, diluted with water and extracted with ethyl acetate. Aqueous layer was acidified with 1N HCl, extracted with ethyl acetate (3×25 ml). Combined organic layer was washed with brine, and dried over Na2SO4. Concentration of the solvent g... Starting materials: CCOc1cc(CC(=O)NC(CC(C)C)c2ccccc2N2CCCCC2)ccc1C(=O)OC(C)(C)C, O, Cc1ccc(S(=O)(=O)O)cc1, c1ccccc1. The product is CCOc1cc(CC(=O)NC(CC(C)C)c2ccccc2N2CCCCC2)ccc1C(=O)O. RXN SMILES: [CH2:1]([CH3:2])[O:3][c:4]1[c:5]([C:6](=[O:7])[O:8][C:9]([CH3:10])([CH3:11])[CH3:12])[cH:13][cH:14][c:15]([CH2:17][C:18](=[O:19])[NH:20][CH:21]([CH2:22][CH:23]([CH3:24])[CH3:25])[c:26]2[c:27]([N:32]3[CH2:33][CH2:34][CH2:35][CH2:36][CH2:37]3)[cH:28][cH:29][cH:30][cH:31]2)[cH:16]1.[OH2:38].[c:39]1([CH3:40])[cH:41][cH:42][c:43]([S:44]([OH:45])(=[O:46])=[O:47])[cH:48][cH:49]1.[cH:50]1[cH:51][cH:52][cH:53][cH:54][cH:55]1>>[CH2:1]([CH3:2])[O:3][c:4]1[c:5]([C:6](=[O:7])[OH:8])[cH:13][cH:14][c:15]([CH2:17][C:18](=[O:19])[NH:20][CH:21]([CH2:22][CH:23]([CH3:24])[CH3:25])[c:26]2[c:27]([N:32]3[CH2:33][CH2:34][CH2:35][CH2:36][CH2:37]3)[cH:28][cH:29][cH:30][cH:31]2)[cH:16]1. The reactants are CCOC(=O)C(OCC)c1c(F)cc(O)cc1F, OCc1ccccn1. Yields the product CCOC(=O)C(OCC)c1c(F)cc(OCc2ccccn2)cc1F. As a reaction SMILES: [CH2:1]([CH3:2])[O:3][C:4]([CH:5]([O:6][CH2:7][CH3:8])[c:9]1[c:10]([F:17])[cH:11][c:12]([OH:16])[cH:13][c:14]1[F:15])=[O:18].[OH:19][CH2:20][c:21]1[n:22][cH:23][cH:24][cH:25][cH:26]1>>[CH2:1]([CH3:2])[O:3][C:4]([CH:5]([O:6][CH2:7][CH3:8])[c:9]1[c:10]([F:17])[cH:11][c:12]([O:16][CH2:20][c:21]2[n:22][cH:23][cH:24][cH:25][cH:26]2)[cH:13][c:14]1[F:15])=[O:18]. The reactants are C(C)OC(\C=C(\C=C\C1C(C1)C1=CC=2C(CCC(C2C=C1)(C)C)(C)C)/C)=O ((2E,4E)-3-methyl-5-[(1RS,2RS)-2-(5,5,8,8-tetramethyl-5,6,7,8-tetrahydro-naphthalen-2-yl)-cyclopropyl]-penta-2,4-dienoic acid ethyl ester), [OH-].[Na+] (NaOH). Run in C1CCOC1.CCO (THF EtOH). The product is C\C(=C/C(=O)O)\C=C\C1C(C1)C1=CC=2C(CCC(C2C=C1)(C)C)(C)C ((2E,4E)-3-methyl-5-[(1RS,2RS)-2-(5,5,8,8-tetramethyl-5,6,7,8-tetrahydro-naphthalen-2-yl)-cyclopropyl]-penta-2,4-dienoic acid). Isolated yield 52.1%. Reaction SMILES: C([O:3][C:4](=[O:27])/[CH:5]=[C:6](\[CH3:26])/[CH:7]=[CH:8]/[CH:9]1[CH2:11][CH:10]1[C:12]1[CH:21]=[CH:20][C:19]2[C:18]([CH3:23])([CH3:22])[CH2:17][CH2:16][C:15]([CH3:25])([CH3:24])[C:14]=2[CH:13]=1)C.[OH-].[Na+]>C1COCC1.CCO>[CH3:26]/[C:6](/[CH:7]=[CH:8]/[CH:9]1[CH2:11][CH:10]1[C:12]1[CH:21]=[CH:20][C:19]2[C:18]([CH3:23])([CH3:22])[CH2:17][CH2:16][C:15]([CH3:25])([CH3:24])[C:14]=2[CH:13]=1)=[CH:5]\[C:4]([OH:27])=[O:3] |f:1.2,3.4|. Procedure: 8.84 g of (2E,4E)-3-methyl-5-[(1RS,2RS)-2-(5,5,8,8-tetramethyl-5,6,7,8-tetrahydro-naphthalen-2-yl)-cyclopropyl]-penta-2,4-dienoic acid ethyl ester (ca. 94% pure according to 1H-NMR) was dissolved in 100 ml of THF/EtOH=1:1 and treated with 40 ml of 3N aq. NaOH. The reaction mixture was kept in the dark at ambient temperature for three days. It was then poured onto crashed ice, extracted with EtOEt, washed with H2O, and dried over Na2SO4. Evaporation of the solvent and twofold crystallisation (hex... The reactants are C(C)(C)(C)OC(=O)N[C@@H](C/C=C(/C(=O)OCC)\CCCF)C(=O)OC(C)(C)C (6-tert-Butyl 1-ethyl (E)-(S)-5-[(tert-butoxycarbonyl)amino]-2-(3-fluoropropyl)hex-2-enedioate), C(C)(C)(C)OC(=O)N[C@@H](C\C=C(/C(=O)OCC)\CCCF)C(=O)OC(C)(C)C (6-tert-Butyl 1-ethyl (Z)—(S)-5-[(tert-butoxycarbonyl)amino]-2-(3-fluoro-propyl)hex-2-enedioate). Reagents/catalysts: [Pd] (palladium). Run in C(C)O (ethanol). Conditions: time 2 hour. Yields the product C(C)(C)(C)OC(=O)N[C@H](C(=O)OC(C)(C)C)CCC(C(=O)OCC)CCCF (1-tert-Butyl 6-ethyl (2S)-2-[(tert-butoxycarbonyl)amino]-5-(3-fluoropropyl)hexanedioate). RXN SMILES: [C:1]([O:5][C:6]([NH:8][C@H:9]([C:22]([O:24][C:25]([CH3:28])([CH3:27])[CH3:26])=[O:23])[CH2:10]/[CH:11]=[C:12](\[CH2:18][CH2:19][CH2:20][F:21])/[C:13]([O:15][CH2:16][CH3:17])=[O:14])=[O:7])([CH3:4])([CH3:3])[CH3:2].C(OC(N[C@H](C(OC(C)(C)C)=O)C/C=C(/CCCF)\C(OCC)=O)=O)(C)(C)C>C(O)C.[Pd]>[C:1]([O:5][C:6]([NH:8][C@@H:9]([CH2:10][CH2:11][CH:12]([CH2:18][CH2:19][CH2:20][F:21])[C:13]([O:15][CH2:16][CH3:17])=[O:14])[C:22]([O:24][C:25]([CH3:27])([CH3:28])[CH3:26])=[O:23])=[O:7])([CH3:4])([CH3:3])[CH3:2]. Procedure: A mixture of 6-tert-Butyl 1-ethyl (E)-(S)-5-[(tert-butoxycarbonyl)amino]-2-(3-fluoropropyl)hex-2-enedioate and 6-tert-Butyl 1-ethyl (Z)—(S)-5-[(tert-butoxycarbonyl)amino]-2-(3-fluoro-propyl)hex-2-enedioate (100 mg, 0.25 mmol) and palladium (20.0 mg, 10% on charcoal, 0.02 mmol) in ethanol (10 mL) were stirred for 2 h at r.t. under a hydrogen atmosphere. Then the mixture was filtered through Celite® and concentrated under reduced pressure. The crude product was purified by column chromatography (s... The reactants are C(C=C)(=O)N (acrylamide), C(C(=C)C)(=O)[O-] (methacrylate), C(C=C)(=O)N (acrylamide), C(C(=C)C)(=O)OCC1CO1 (glycidyl methacrylate), CC(C)(C#N)N=NC(C)(C)C#N (azobisisobutylonitrile), O=O (oxygen). Run in O1CCCC1 (tetrahydrofuran). Conditions: time 3 hour. The product is C(C=C)(=O)N.C(C(=C)C)(=O)OCC1CO1 (Acrylamide glycidyl Methacrylate). As a reaction SMILES: [C:1]([NH2:5])(=[O:4])[CH:2]=[CH2:3].C([O-])(=O)C(C)=C.[C:12]([O:17][CH2:18][CH:19]1[O:21][CH2:20]1)(=[O:16])[C:13]([CH3:15])=[CH2:14].CC(N=NC(C#N)(C)C)(C#N)C.O=O>O1CCCC1>[C:1]([NH2:5])(=[O:4])[CH:2]=[CH2:3].[C:12]([O:17][CH2:18][CH:19]1[O:21][CH2:20]1)(=[O:16])[C:13]([CH3:15])=[CH2:14] |f:6.7|. Reported procedure: The copolymerization of acrylamide with gylcidyl methacrylate was carried out in solution. In a 100 milliliter (ml) round bottom flask, 6 grams of acrylamide, 4 grams of glycidyl methacrylate and 90 milligrams of azobisisobutylonitrile (AIBN) were added. 50 milliliters of tetrahydrofuran (THF) was added to the flask as a solvent. Nitrogen was introduced into the flask to replace the oxygen for about 45 minutes. The flask was then placed in an oil bath at a temperature of about 55° C. with stirri... Starting materials: C=CCOC1c2ccc(Cl)cc2SC1Cn1ccnc1, O=C(OO)c1cccc(Cl)c1, ClCCl. The product is C=CCOC1c2ccc(Cl)cc2S(=O)C1Cn1ccnc1. RXN SMILES: [CH2:1]([CH:2]=[CH2:3])[O:4][CH:5]1[c:6]2[c:7]([cH:16][c:17]([Cl:20])[cH:18][cH:19]2)[S:8][CH:9]1[CH2:10][n:11]1[cH:12][n:13][cH:14][cH:15]1.[Cl:21][c:22]1[cH:23][c:24]([C:29](=[O:26])[O:30][OH:31])[cH:25][cH:27][cH:28]1.[Cl:32][CH2:33][Cl:34]>>[CH2:1]([CH:2]=[CH2:3])[O:4][CH:5]1[c:6]2[c:7]([cH:16][c:17]([Cl:20])[cH:18][cH:19]2)[S:8](=[O:26])[CH:9]1[CH2:10][n:11]1[cH:12][n:13][cH:14][cH:15]1. RXN SMILES: [F-].C([N+](CCCC)(CCCC)CCCC)CCC.[C:19]([O:23][C:24]([NH:26][C@H:27]([C:46]([O:48][CH2:49][C:50]1[CH:55]=[CH:54][CH:53]=[CH:52][CH:51]=1)=[O:47])[CH2:28][C:29]1[C:34]([N+:35]([O-:37])=[O:36])=[CH:33][CH:32]=[C:31]([O:38][Si](C(C)(C)C)(C)C)[CH:30]=1)=[O:25])([CH3:22])([CH3:21])[CH3:20]>C1COCC1>[C:19]([O:23][C:24]([NH:26][C@H:27]([C:46]([O:48][CH2:49][C:50]1[CH:55]=[CH:54][CH:53]=[CH:52][CH:51]=1)=[O:47])[CH2:28][C:29]1[C:34]([N+:35]([O-:37])=[O:36])=[CH:33][CH:32]=[C:31]([OH:38])[CH:30]=1)=[O:25])([CH3:22])([CH3:20])[CH3:21] |f:0.1|. Procedure details: 10.4 ml (10.4 mmol) of a 1N tetrabutylammonium fluoride solution in THF are added to a solution of 2.77 g (5.22 mmol) of benzyl N-(tert-butoxycarbonyl)-3-{[tert-butyl(dimethyl)silyl]oxy}-6-nitro-L-phenylalaninate (Example 5I) in 50 ml of THF, and the mixture is stirred at RT for 30 min. The solution is then poured into ice-water and extracted several times with ethyl acetate. The organic phase is dried over magnesium sulfate and concentrated in vacuo. The crude product is dried to constant weigh... Conditions: time 30 minute. Product: C(C)(C)(C)OC(=O)N[C@@H](CC1=CC(=CC=C1[N+](=O)[O-])O)C(=O)OCC1=CC=CC=C1 (Benzyl N-(tert-butoxycarbonyl)-3-hydroxy-6-nitro-L-phenylalaninate). The reactants are ice water, [F-].C(CCC)[N+](CCCC)(CCCC)CCCC (tetrabutylammonium fluoride), C(C)(C)(C)OC(=O)N[C@@H](CC1=CC(=CC=C1[N+](=O)[O-])O[Si](C)(C)C(C)(C)C)C(=O)OCC1=CC=CC=C1 (benzyl N-(tert-butoxycarbonyl)-3-{[tert-butyl(dimethyl)silyl]oxy}-6-nitro-L-phenylalaninate). The solvent is C1CCOC1 (THF), C1CCOC1 (THF).